From a dataset of the Open Reaction Database (ORD), a public repository of structured organic reaction records. describe an organic reaction: reactants, conditions, products, and yield The reactants are ClC=1C=NC(NC1)=O (5-chloropyrimidin-2-one), ClCC=1N=C(SC1)NC(C1=CC=CC=C1)(C1=CC=CC=C1)C1=CC=CC=C1 (4-chloromethyl-2-triphenylmethylaminothiazole), C([O-])([O-])=O.[Na+].[Na+] (sodium carbonate). The reagents and catalysts are [Cl-].C(C1=CC=CC=C1)[N+](C)(C)C (benzyltrimethylammonium chloride). Solvent: CN(C=O)C (N,N-dimethylformamide). Conditions: temperature 90 celsius. The product is ClC=1C=NC(N(C1)CC=1N=C(SC1)NC(C1=CC=CC=C1)(C1=CC=CC=C1)C1=CC=CC=C1)=O (5-Chloro-1-(2-triphenylmethylaminothiazol-4-ylmethyl)pyrimidin-2-one). Isolated yield 79.4%. As a reaction SMILES: [Cl:1][C:2]1[CH:3]=[N:4][C:5](=[O:8])[NH:6][CH:7]=1.Cl[CH2:10][C:11]1[N:12]=[C:13]([NH:16][C:17]([C:30]2[CH:35]=[CH:34][CH:33]=[CH:32][CH:31]=2)([C:24]2[CH:29]=[CH:28][CH:27]=[CH:26][CH:25]=2)[C:18]2[CH:23]=[CH:22][CH:21]=[CH:20][CH:19]=2)[S:14][CH:15]=1.C(=O)([O-])[O-].[Na+].[Na+]>[Cl-].C([N+](C)(C)C)C1C=CC=CC=1.CN(C)C=O>[Cl:1][C:2]1[CH:3]=[N:4][C:5](=[O:8])[N:6]([CH2:10][C:11]2[N:12]=[C:13]([NH:16][C:17]([C:18]3[CH:23]=[CH:22][CH:21]=[CH:20][CH:19]=3)([C:24]3[CH:25]=[CH:26][CH:27]=[CH:28][CH:29]=3)[C:30]3[CH:35]=[CH:34][CH:33]=[CH:32][CH:31]=3)[S:14][CH:15]=2)[CH:7]=1 |f:2.3.4,5.6|. Reported procedure: A stirred suspension of 5-chloropyrimidin-2-one (688 mg), 4-chloromethyl-2-triphenylmethylaminothiazole (3.000 g), anhydrous sodium carbonate (1.086 g) and benzyltrimethylammonium chloride (20 mg) in dry N,N-dimethylformamide (25 ml) was heated at 90° C. After 1.5 h the reaction mixture was evaporated to dryness. The residue was suspended in ethyl acetate (250 ml) and washed with water (2×60 ml) and brine (60 ml), then dried and evaporated to a dark brown foam. The foam was subjected to column c... The product is BrC=1C=CC(=C(C(=O)NC=2OC=CN2)C1)OCC1=CC=CC=C1 (5-Bromo-N-1,3-oxazol-2-yl-2-[(phenylmethyl)oxy]benzamide). Starting materials: BrC=1C=CC(=C(C(=O)O)C1)OCC1=CC=CC=C1 (5-bromo-2-[(phenylmethyl)oxy]benzoic acid), C1=CN(C=N1)C(=O)N2C=CN=C2 (CDI), NH4HCO3 water, CC#N (CH3CN), O1C(=NC=C1)N (1,3-Oxazol-2-amine), CC#N (CH3CN). Reaction conditions: time 10 minute. As a reaction SMILES: [Br:1][C:2]1[CH:3]=[CH:4][C:5]([O:11][CH2:12][C:13]2[CH:18]=[CH:17][CH:16]=[CH:15][CH:14]=2)=[C:6]([CH:10]=1)[C:7]([OH:9])=O.[CH:19]1N=C[N:21]([C:24]([N:26]2C=NC=C2)=[O:25])[CH:20]=1.O1C=CN=C1N.CC#N>O1CCCC1>[Br:1][C:2]1[CH:3]=[CH:4][C:5]([O:11][CH2:12][C:13]2[CH:18]=[CH:17][CH:16]=[CH:15][CH:14]=2)=[C:6]([CH:10]=1)[C:7]([NH:26][C:24]1[O:25][CH:19]=[CH:20][N:21]=1)=[O:9]. Reported procedure: Solid 5-bromo-2-[(phenylmethyl)oxy]benzoic acid (may be prepared as described in Description 5; 200 mg, 0.65 mmol) was added to a stirred suspension of CDI (106 mg, 0.65 mmol) in tetrahydrofuran (10 ml) under nitrogen at 20° C. The reaction mixture was stirred at room temperature for 10 min. 1,3-Oxazol-2-amine (54.7 mg, 0.65 mmol) was then added and the reaction mixture was refluxed overnight. The reaction mixture was concentrated. Water (100 ml) was added to the residue followed by extraction w... The solvent is O1CCCC1 (tetrahydrofuran). The reactants are O=C(CCNC(OC(C)(C)C)=O)N1CCN(CC1)C1=C2C(=NC=C1C1=CC=CC=C1)NC=C2 (tert-Butyl 3-oxo-3-(4-(5-phenyl-1H-pyrrolo[2,3-b]pyri din-4-yl)piperazin-1-yl)propylcarbamate), C(=O)(C(F)(F)F)O (TFA). Run in C(Cl)Cl (DCM). Run at time 1 hour. Product: NCCC(=O)N1CCN(CC1)C1=C2C(=NC=C1C1=CC=CC=C1)NC=C2 (3-amino-1-(4-(5-phenyl-1H-pyrrolo[2,3-b]pyridin-4-yl)piperazin-1-yl)propan-1-one). Yield: 119.2%. Reaction SMILES: [O:1]=[C:2]([N:13]1[CH2:18][CH2:17][N:16]([C:19]2[C:24]([C:25]3[CH:30]=[CH:29][CH:28]=[CH:27][CH:26]=3)=[CH:23][N:22]=[C:21]3[NH:31][CH:32]=[CH:33][C:20]=23)[CH2:15][CH2:14]1)[CH2:3][CH2:4][NH:5]C(=O)OC(C)(C)C.C(O)(C(F)(F)F)=O>C(Cl)Cl>[NH2:5][CH2:4][CH2:3][C:2]([N:13]1[CH2:18][CH2:17][N:16]([C:19]2[C:24]([C:25]3[CH:30]=[CH:29][CH:28]=[CH:27][CH:26]=3)=[CH:23][N:22]=[C:21]3[NH:31][CH:32]=[CH:33][C:20]=23)[CH2:15][CH2:14]1)=[O:1]. Procedure: tert-Butyl 3-oxo-3-(4-(5-phenyl-1H-pyrrolo[2,3-b]pyri din-4-yl)piperazin-1-yl)propylcarbamate (0.054 g, 0.12 mmol) was placed in DCM (3 mL) at room temperature. TFA (0.3 mL) was added, and the reaction was stirred at room temperature for 1 hour. The reaction was then concentrated to dryness. The resulting residue was dissolved in minimal DCM and added to a stirring solution of 1M HCl in ether. The resulting solid was collected by filtration, washed with ether, and dried to give 3-amino-1-(4-(5-p... Starting materials: C(C)(C)(C)OC(=O)N[C@@H]1C(NN(C1)C(C(F)(F)F)=O)=O (4-(S)-(t-butoxycarbonylamino)-1-(trifluoroacetyl)-3-oxo-1,2-diazolidine), Cl (hydrochloric acid), [Cl-].[Na+] (Sodium chloride), [OH-].[Na+] (sodium hydroxide), resultant mixture. Run in O (water). Product: C(C)(C)(C)OC(=O)N[C@@H]1C(NNC1)=O (4-(S)-(t-Butoxycarbonylamino)-3-Oxo-1,2-Diazolidine). Yield: 39.7%. As a reaction SMILES: [C:1]([O:5][C:6]([NH:8][C@H:9]1[CH2:13][N:12](C(=O)C(F)(F)F)[NH:11][C:10]1=[O:20])=[O:7])([CH3:4])([CH3:3])[CH3:2].[OH-].[Na+].Cl.[Cl-].[Na+]>O>[C:1]([O:5][C:6]([NH:8][C@H:9]1[CH2:13][NH:12][NH:11][C:10]1=[O:20])=[O:7])([CH3:4])([CH3:2])[CH3:3] |f:1.2,4.5|. Procedure: 4-(S)-(t-butoxycarbonylamino)-1-(trifluoroacetyl)-3-oxo-1,2-diazolidine (2.97 g, 10 mmol) was suspended in water (30 ml), 1N sodium hydroxide solution (20 ml, 0.8 g, 20 mmol) was added to raise the pH of the solution to 12.2 and the resultant mixture was stirred for one hour at room temperature. The pH of the mixture was adjusted to 7.2 by the addition of 1N hydrochloric acid (10 ml). Sodium chloride (13 g) was added to the solution and the mixture was extracted with chloroform (50 ml, 8X). The ... Starting materials: chloro-2-(dimethylaminomethyl)-ferrocen-1-yl-(dinorbornylphosphine)palladium(II), BrC=1C=C2C(=CNC2=C(C1)C(=O)N)C1CCN(CC1)S(=O)(=O)CC (5-bromo-3-[1-(ethylsulfonyl)-4-piperidinyl]-1H-indole-7-carboxamide), C([O-])([O-])=O.[K+].[K+] (potassium carbonate), S(=O)(=O)(O)O.NC=1C=C(C=CC1)B(O)O ((3-aminophenyl)boronic acid sulfate), C(C)(=O)OCC (Ethyl acetate). The solvent is O1CCOCC1 (dioxane), O (water). Yields the product NC=1C=C(C=CC1)C=1C=C2C(=CNC2=C(C1)C(=O)N)C1CCN(CC1)S(=O)(=O)CC (5-(3-aminophenyl)-3-[1-(ethylsulfonyl)-4-piperidinyl]-1H-indole-7-carboxamide). Yield: 36.2%. Reaction SMILES: Br[C:2]1[CH:3]=[C:4]2[C:8](=[C:9]([C:11]([NH2:13])=[O:12])[CH:10]=1)[NH:7][CH:6]=[C:5]2[CH:14]1[CH2:19][CH2:18][N:17]([S:20]([CH2:23][CH3:24])(=[O:22])=[O:21])[CH2:16][CH2:15]1.C(=O)([O-])[O-].[K+].[K+].S(O)(O)(=O)=O.[NH2:36][C:37]1[CH:38]=[C:39](B(O)O)[CH:40]=[CH:41][CH:42]=1.C(OCC)(=O)C>O.O1CCOCC1>[NH2:36][C:37]1[CH:42]=[C:41]([C:2]2[CH:3]=[C:4]3[C:8](=[C:9]([C:11]([NH2:13])=[O:12])[CH:10]=2)[NH:7][CH:6]=[C:5]3[CH:14]2[CH2:15][CH2:16][N:17]([S:20]([CH2:23][CH3:24])(=[O:22])=[O:21])[CH2:18][CH2:19]2)[CH:40]=[CH:39][CH:38]=1 |f:1.2.3,4.5|. Reported procedure: To a CEM microwave tube was added 5-bromo-3-[1-(ethylsulfonyl)-4-piperidinyl]-1H-indole-7-carboxamide (40 mg, 0.0965 mmol), potassium carbonate (80 mg, 0.578 mmol) and (3-aminophenyl)boronic acid sulfate (145 mg, 0.386 mmol). The mixture was taken up in water (1.2 mL) and dioxane (2.8 mL), and chloro-2-(dimethylaminomethyl)-ferrocen-1-yl-(dinorbornylphosphine)palladium(II) (1 mg, 0.002 mmol) was added. The mixture was then reacted in a CEM microwave for 10 min at 150° C. Ethyl acetate (2 mL) was...